This data is from the Open Reaction Database (ORD), a public repository of structured organic reaction records. The task is: describe an organic reaction: reactants, conditions, products, and yield As a reaction SMILES: [Br:8][CH2:9][c:10]1[c:11]([O:20][CH3:21])[cH:12][c:13]([C:14](=[O:15])[O:16][CH3:17])[cH:18][cH:19]1.[H-:6].[Na+:7].[O:22]1[CH2:23][CH2:24][CH2:25][CH2:26]1.[nH:1]1[cH:2][n:3][cH:4][cH:5]1>>[n:1]1([CH2:9][c:10]2[c:11]([O:20][CH3:21])[cH:12][c:13]([C:14](=[O:15])[O:16][CH3:17])[cH:18][cH:19]2)[cH:2][n:3][cH:4][cH:5]1. The product is COC(=O)c1ccc(Cn2ccnc2)c(OC)c1. The reactants are COC(=O)c1ccc(CBr)c(OC)c1, [H-], [Na+], C1CCOC1, c1c[nH]cn1.